From a dataset of the Open Reaction Database (ORD), a public repository of structured organic reaction records. describe an organic reaction: reactants, conditions, products, and yield Starting materials: O1C(=CC=C1)CN1C(NC(C=2N(C(=NC12)C)COC(C(C)(C)C)=O)=O)=O (3-(2-Furylmethyl)-7-pivaloyloxymethyl-8-methylxanthine), [H-].[Na+] (sodium hydride), C(C)(=O)O[C@@H](CCCCI)C ((R)-5-acetoxy-1-iodohexane). Run in CS(=O)C (dimethyl sulfoxide). Reaction conditions: time 30 minute. Yields the product C(C)(=O)O[C@@H](CCCCN1C(=O)N(C=2N=C(N(C2C1=O)COC(C(C)(C)C)=O)C)CC=1OC=CC1)C ((R)-1-(5-Acetoxyhexyl)-3-(2-furylmethyl)-7-pivaloyloxymethyl-8-methylxanthine). Yield: 45.3%. As a reaction SMILES: [O:1]1[CH:5]=[CH:4][CH:3]=[C:2]1[CH2:6][N:7]1[C:15]2[N:14]=[C:13]([CH3:16])[N:12]([CH2:17][O:18][C:19](=[O:24])[C:20]([CH3:23])([CH3:22])[CH3:21])[C:11]=2[C:10](=[O:25])[NH:9][C:8]1=[O:26].[H-].[Na+].[C:29]([O:32][C@H:33]([CH3:39])[CH2:34][CH2:35][CH2:36][CH2:37]I)(=[O:31])[CH3:30]>CS(C)=O>[C:29]([O:32][C@H:33]([CH3:39])[CH2:34][CH2:35][CH2:36][CH2:37][N:9]1[C:10](=[O:25])[C:11]2[N:12]([CH2:17][O:18][C:19](=[O:24])[C:20]([CH3:22])([CH3:23])[CH3:21])[C:13]([CH3:16])=[N:14][C:15]=2[N:7]([CH2:6][C:2]2[O:1][CH:5]=[CH:4][CH:3]=2)[C:8]1=[O:26])(=[O:31])[CH3:30] |f:1.2|. Procedure: To a stirring solution of 3-(2-Furylmethyl)-7-pivaloyloxymethyl-8-methylxanthine (0.65 g, 1.8 mmol) in dimethyl sulfoxide (20 ml) was added sodium hydride in one portion. After 30 minutes, (R)-5-acetoxy-1-iodohexane (0.58 g, 2.16 mmol, prepared as above) was added neat. The reaction was allowed to stir at ambient temperature for 20 hours, quenched with water (70 ml) and then extracted with ethyl acetate (3×35 ml). The extracts were washed with saturated aqueous sodium chloride solution (30 ml), ...